This data is from the Open Reaction Database (ORD), a public repository of structured organic reaction records. The task is: describe an organic reaction: reactants, conditions, products, and yield Reactants: solution, C(CCC)[Li] (butyllithium), FC(C1=C(CC2=CC=CC2)C=CC(=C1)C(F)(F)F)(F)F (2,4-bistrifluoromethylbenzylcyclopentadiene). Solvent: CCCCCC (hexane), CCCCCC (hexane). Product: FC(C1=C(CC2(C=CC=C2)[Li])C=CC(=C1)C(F)(F)F)(F)F (2,4-bistrifluoromethylbenzylcyclopentadienyl lithium). Yield: 85.0%. Reaction SMILES: [F:1][C:2]([F:20])([F:19])[C:3]1[CH:14]=[C:13]([C:15]([F:18])([F:17])[F:16])[CH:12]=[CH:11][C:4]=1[CH2:5][C:6]1[CH2:10][CH:9]=[CH:8][CH:7]=1.C([Li:25])CCC>CCCCCC>[F:1][C:2]([F:19])([F:20])[C:3]1[CH:14]=[C:13]([C:15]([F:18])([F:16])[F:17])[CH:12]=[CH:11][C:4]=1[CH2:5][C:6]1([Li:25])[CH:10]=[CH:9][CH:8]=[CH:7]1. Reported procedure: 3.5 g of 2,4-bistrifluoromethylbenzylcyclopentadiene and 30 ml of hexane are charged, in an argon atmosphere, into a tailed test-tube equipped with magnetic stirring. 6 ml of a 2.5 M solution of butyllithium in hexane are then added. There is an immediate reaction with the development of heat and the formation of a yellow precipitate which is washed several times with hexane by decanting and finally dried. 3.0 g of the desired salt are obtained with a yield of 85%. Reactants: BrC=1C(=CC2=C(OCO2)C1)SC=1NC2=NC=NC(=C2N1)N (8-(6-bromo-benzo[1,3]dioxol-5-ylsulfanyl)-9H-purin-6-ylamine), BrCCC1=CC(=CC(=C1)C(F)(F)F)C(F)(F)F (1-(2-bromo-ethyl)-3,5-bis-trifluoromethyl-benzene). The product is FC(C=1C=C(C=C(C1)C(F)(F)F)CCN1C2=NC=NC(=C2N=C1SC1=CC2=C(OCO2)C=C1Br)N)(F)F (9-[2-(3,5-Bistrifluoromethyl-phenyl)-ethyl]-8-(6-bromo-benzo[1,3]dioxol-5-ylsulfanyl)-9H-purin-6-ylamine). As a reaction SMILES: [Br:1][C:2]1[C:3]([S:11][C:12]2[NH:13][C:14]3[C:19]([N:20]=2)=[C:18]([NH2:21])[N:17]=[CH:16][N:15]=3)=[CH:4][C:5]2[O:9][CH2:8][O:7][C:6]=2[CH:10]=1.Br[CH2:23][CH2:24][C:25]1[CH:30]=[C:29]([C:31]([F:34])([F:33])[F:32])[CH:28]=[C:27]([C:35]([F:38])([F:37])[F:36])[CH:26]=1>>[F:32][C:31]([F:33])([F:34])[C:29]1[CH:30]=[C:25]([CH2:24][CH2:23][N:13]2[C:12]([S:11][C:3]3[C:2]([Br:1])=[CH:10][C:6]4[O:7][CH2:8][O:9][C:5]=4[CH:4]=3)=[N:20][C:19]3[C:14]2=[N:15][CH:16]=[N:17][C:18]=3[NH2:21])[CH:26]=[C:27]([C:35]([F:36])([F:37])[F:38])[CH:28]=1. Procedure: The title compound was prepared from 8-(6-bromo-benzo[1,3]dioxol-5-ylsulfanyl)-9H-purin-6-ylamine and 1-(2-bromo-ethyl)-3,5-bis-trifluoromethyl-benzene by a procedure similar to examples 1 and 2. The compound was purified by preparative HPLC. 1H NMR (DMSO-d6) δ 8.13 (s, 1H), 7.79 (s, 1H), 7.66 (s, 2H), 7.23 (s, 1H), 7.01 (s, 1H), 6.09 (s, 2H), 4.59 (t, J=7.4 Hz, 2H), 3.35 (t, J=7.4 Hz, 2H); LC-MS [M+H]+ 607.0 The reactants are C(C)(C)(C)OC1C(C1C1=NC=C(C=C1)C)CO ((2-tert-butoxy-3-(5-methylpyridin-2-yl)cyclopropyl)methanol), [H-].[Na+] (sodium hydride), ClC1=NC(=NC(=C1)Cl)C (4,6-dichloro-2-methylpyrimidine). Run in C1CCOC1 (THF), C1CCOC1 (THF). Yields the product C(C)(C)(C)OC1C(C1C1=NC=C(C=C1)C)COC1=NC(=NC(=C1)Cl)C (4-((2-Tert-butoxy-3-(5-methylpyridin-2-yl)cyclopropyl)methoxy)-6-chloro-2-methylpyrimidine). Yield: 55.8%. Reaction SMILES: [C:1]([O:5][CH:6]1[CH:8]([C:9]2[CH:14]=[CH:13][C:12]([CH3:15])=[CH:11][N:10]=2)[CH:7]1[CH2:16][OH:17])([CH3:4])([CH3:3])[CH3:2].[H-].[Na+].[Cl:20][C:21]1[CH:26]=[C:25](Cl)[N:24]=[C:23]([CH3:28])[N:22]=1>C1COCC1>[C:1]([O:5][CH:6]1[CH:8]([C:9]2[CH:14]=[CH:13][C:12]([CH3:15])=[CH:11][N:10]=2)[CH:7]1[CH2:16][O:17][C:25]1[CH:26]=[C:21]([Cl:20])[N:22]=[C:23]([CH3:28])[N:24]=1)([CH3:4])([CH3:3])[CH3:2] |f:1.2|. Procedure: To a solution of (2-tert-butoxy-3-(5-methylpyridin-2-yl)cyclopropyl)-methanol (12-5) (130 mg, 0.55 mmol) in THF, sodium hydride (28 mg, 0.69 mmol) was added at 0° C. and it was allowed to stir for 30 min whereupon a solution of 4,6-dichloro-2-methylpyrimidine (113 mg, 0.69 mmol) in THF was added. The solution was heated to reflux overnight. After cooling, it was quenched with water, extracted with EtOAc, dried over sodium sulfate, concentrated under reduced pressure and purified by Pre-TLC (PE/E...